Dataset: the Open Reaction Database (ORD), a public repository of structured organic reaction records. Task: describe an organic reaction: reactants, conditions, products, and yield The reactants are CC(C)c1ncnn1-c1nc2c(s1)CCOc1cc(Br)ccc1-2, CC1(C)OB(c2cn[nH]c2)OC1(C)C, CC#N, CCOC(C)=O, [Na+], [Na+], O=C([O-])[O-], O, [Pd], c1ccc(P(c2ccccc2)c2ccccc2)cc1, c1ccc(P(c2ccccc2)c2ccccc2)cc1, c1ccc(P(c2ccccc2)c2ccccc2)cc1, c1ccc(P(c2ccccc2)c2ccccc2)cc1. The product is CC(C)c1ncnn1-c1nc2c(s1)CCOc1cc(-c3cn[nH]c3)ccc1-2. As a reaction SMILES: [Br:1][c:2]1[cH:3][c:4]2[c:5]([cH:22][cH:23]1)-[c:6]1[n:7][c:8](-[n:14]3[n:15][cH:16][n:17][c:18]3[CH:19]([CH3:20])[CH3:21])[s:9][c:10]1[CH2:11][CH2:12][O:13]2.[CH3:24][C:25]1([CH3:26])[C:27]([CH3:28])([CH3:29])[O:30][B:31]([c:32]2[cH:33][n:34][nH:35][cH:36]2)[O:37]1.[CH3:44][C:45]#[N:46].[CH3:48][CH2:49][O:50][C:51](=[O:52])[CH3:53].[Na+:38].[Na+:39].[O-:40][C:41](=[O:42])[O-:43].[OH2:47].[Pd:54].[c:112]1([P:113]([c:114]2[cH:115][cH:116][cH:117][cH:118][cH:119]2)[c:120]2[cH:121][cH:122][cH:123][cH:124][cH:125]2)[cH:126][cH:127][cH:128][cH:129][cH:130]1.[c:55]1([P:56]([c:57]2[cH:58][cH:59][cH:60][cH:61][cH:62]2)[c:63]2[cH:64][cH:65][cH:66][cH:67][cH:68]2)[cH:69][cH:70][cH:71][cH:72][cH:73]1.[c:74]1([P:75]([c:76]2[cH:77][cH:78][cH:79][cH:80][cH:81]2)[c:82]2[cH:83][cH:84][cH:85][cH:86][cH:87]2)[cH:88][cH:89][cH:90][cH:91][cH:92]1.[c:93]1([P:94]([c:95]2[cH:96][cH:97][cH:98][cH:99][cH:100]2)[c:101]2[cH:102][cH:103][cH:104][cH:105][cH:106]2)[cH:107][cH:108][cH:109][cH:110][cH:111]1>>[c:2]1(-[c:32]2[cH:33][n:34][nH:35][cH:36]2)[cH:3][c:4]2[c:5]([cH:22][cH:23]1)-[c:6]1[n:7][c:8](-[n:14]3[n:15][cH:16][n:17][c:18]3[CH:19]([CH3:20])[CH3:21])[s:9][c:10]1[CH2:11][CH2:12][O:13]2. Starting materials: BrC1=CC=2CC3=CC(=CC=C3C2C=C1)Br (2,7-dibromofluorene), C(C=C)Br (allyl bromide), [OH-].[Na+] (NaOH), BrC1=CC=2C(C3=CC(=CC=C3C2C=C1)Br)(CCCCC=C)CCCCC=C (2,7-dibromo-9,9-dihex-5-enyl-fluorene). Reagents/catalysts: [N+](CCCC)(CCCC)(CCCC)CCCC.[Br-] (Bu4NBr). Run in C1(=CC=CC=C1)C (toluene). Product: BrC1=CC=2C(C3=CC(=CC=C3C2C=C1)Br)(CC=C)CC=C (2,7-dibromo-9,9-diallyl-fluorene). As a reaction SMILES: BrC1C=CC2C3C(=CC(Br)=CC=3)CC=2C=1.C(Br)C=C.[OH-].[Na+].[Br:22][C:23]1[CH:35]=[CH:34][C:33]2[C:32]3[C:27](=[CH:28][C:29]([Br:36])=[CH:30][CH:31]=3)[C:26]([CH2:43][CH2:44][CH2:45]CC=C)([CH2:37][CH2:38][CH2:39]CC=C)[C:25]=2[CH:24]=1>[N+](CCCC)(CCCC)(CCCC)CCCC.[Br-].C1(C)C=CC=CC=1>[Br:22][C:23]1[CH:35]=[CH:34][C:33]2[C:32]3[C:27](=[CH:28][C:29]([Br:36])=[CH:30][CH:31]=3)[C:26]([CH2:43][CH:44]=[CH2:45])([CH2:37][CH:38]=[CH2:39])[C:25]=2[CH:24]=1 |f:2.3,5.6|. Procedure: 2,7-dibromofluorene (5 g, 15.4 mmol) was combined with allyl bromide (5.6 g, 46.2 mmol) and reacted with toluene, NaOH and Bu4NBr as above for 2,7-dibromo-9,9-dihex-5-enyl-fluorene. 7.1 g of a yellow solid was obtained. Reactants: FC=1C=C(C=C(C1)F)N1C(=NC2=C1C=C(C=C2)F)[C@H](C)N ((S)-1-[1-(3,5-difluorophenyl)-6-fluoro-1H-benzoimidazol-2-yl]ethylamine), ClC1=C2N=CN(C2=NC=N1)C1OCCCC1 (6-chloro-9-(tetrahydropyran-2-yl)-9H-purine), CCN(C(C)C)C(C)C (DIPEA). Run in CC(C)O (IPA). Reaction conditions: temperature 90 celsius. The product is FC=1C=C(C=C(C1)F)N1C(=NC2=C1C=C(C=C2)F)[C@H](C)NC2=C1N=CN(C1=NC=N2)C2OCCCC2 ({(S)-1-[1-(3,5-Difluorophenyl)-6-fluoro-1H-benzoimidazol-2-yl]-ethyl}-[9-(tetrahydropyran-2-yl)-9H-purin-6-yl]amine). Isolated yield 40.2%. RXN SMILES: [F:1][C:2]1[CH:3]=[C:4]([N:9]2[C:13]3[CH:14]=[C:15]([F:18])[CH:16]=[CH:17][C:12]=3[N:11]=[C:10]2[C@@H:19]([NH2:21])[CH3:20])[CH:5]=[C:6]([F:8])[CH:7]=1.Cl[C:23]1[N:31]=[CH:30][N:29]=[C:28]2[C:24]=1[N:25]=[CH:26][N:27]2[CH:32]1[CH2:37][CH2:36][CH2:35][CH2:34][O:33]1.CCN(C(C)C)C(C)C>CC(O)C>[F:1][C:2]1[CH:3]=[C:4]([N:9]2[C:13]3[CH:14]=[C:15]([F:18])[CH:16]=[CH:17][C:12]=3[N:11]=[C:10]2[C@@H:19]([NH:21][C:23]2[N:31]=[CH:30][N:29]=[C:28]3[C:24]=2[N:25]=[CH:26][N:27]3[CH:32]2[CH2:37][CH2:36][CH2:35][CH2:34][O:33]2)[CH3:20])[CH:5]=[C:6]([F:8])[CH:7]=1. Procedure details: A mixture of (S)-1-[1-(3,5-difluorophenyl)-6-fluoro-1H-benzoimidazol-2-yl]ethylamine (206 mg, 0.71 mmol), 6-chloro-9-(tetrahydropyran-2-yl)-9H-purine (169 mg, 0.71 mmol) and DIPEA (0.37 mL, 2.1 mmol) in IPA (1.4 mL) was heated in a sealed tube for 20 h at 90° C. After cooling to RT, the volatiles were removed in vacuo and the resulting residue purified by column chromatography (Si—PPC, gradient 0-10% 2M NH3 in MeOH/DCM) to afford the title compound as a colourless glass (141 mg, 40%). LCMS (Meth... Reactants: O (water), O (water), C(C)(C)(C)OC(CN(C1CC2=CC=CC=C2C1)C([C@@H](N[C@@H](CCCCC1CCN(CC1)C(=O)OCC1=CC=CC=C1)C(=O)OCC)C)=O)=O (N-[N-[(S)-5-(1-benzyloxycarbonyl-4-piperidyl)-1-ethoxycarbonylpentyl]-L-alanyl]-N-(indan-2-yl)glycine tert-butyl ester), [OH-].[Na+] (sodium hydroxide), [OH-].[Na+] (sodium hydroxide). The solvent is CO (methanol). Reaction conditions: time 1 hour. Yields the product C(C)(C)(C)OC(CN(C1CC2=CC=CC=C2C1)C([C@@H](N[C@@H](CCCCC1CCN(CC1)C(=O)OCC1=CC=CC=C1)C(=O)O)C)=O)=O (N-[N-[(S)-5-(1-benzyloxycarbonyl-4-piperidyl)-1-carboxypentyl]-L-alanyl]-N-(indan-2-yl)glycine tert-butyl ester). The yield is 94.8%. RXN SMILES: [C:1]([O:5][C:6](=[O:49])[CH2:7][N:8]([C:18](=[O:48])[C@H:19]([CH3:47])[NH:20][C@H:21]([C:42]([O:44]CC)=[O:43])[CH2:22][CH2:23][CH2:24][CH2:25][CH:26]1[CH2:31][CH2:30][N:29]([C:32]([O:34][CH2:35][C:36]2[CH:41]=[CH:40][CH:39]=[CH:38][CH:37]=2)=[O:33])[CH2:28][CH2:27]1)[CH:9]1[CH2:17][C:16]2[C:11](=[CH:12][CH:13]=[CH:14][CH:15]=2)[CH2:10]1)([CH3:4])([CH3:3])[CH3:2].[OH-].[Na+].O>CO>[C:1]([O:5][C:6](=[O:49])[CH2:7][N:8]([C:18](=[O:48])[C@H:19]([CH3:47])[NH:20][C@H:21]([C:42]([OH:44])=[O:43])[CH2:22][CH2:23][CH2:24][CH2:25][CH:26]1[CH2:31][CH2:30][N:29]([C:32]([O:34][CH2:35][C:36]2[CH:41]=[CH:40][CH:39]=[CH:38][CH:37]=2)=[O:33])[CH2:28][CH2:27]1)[CH:9]1[CH2:10][C:11]2[C:16](=[CH:15][CH:14]=[CH:13][CH:12]=2)[CH2:17]1)([CH3:3])([CH3:2])[CH3:4] |f:1.2|. Reported procedure: In 20 ml of methanol is dissolved 0.55 g of N-[N-[(S)-5-(1-benzyloxycarbonyl-4-piperidyl)-1-ethoxycarbonylpentyl]-L-alanyl]-N-(indan-2-yl)glycine tert-butyl ester, and 5 ml of 1N aqueous sodium hydroxide is added dropwise to the solution over a period of 5 minutes. After stirring at room temperature for 1 hour, another 2 ml of 1N aqueous sodium hydroxide is added dropwise to the mixture over a period of 5 hours. After 2 ml of water is added dropwise over a period of 2 hours, 10 ml of water is ad... Reactants: COC1=C(C(=O)O)C=C(C=C1)CS(=O)(=O)C (2-methoxy-5-(methylsulfonylmethyl)benzoic acid), Cl.C(C)OCCN1C(=NC2=C1C=CC=C2)NC2CCN(CC2)CCC2(CNCC2)C2=CC=CC=C2 (3-(2-(4-(1-(2-ethoxyethyl)-1H-benzimidazol-2-yl-amino)piperidin-1-yl)ethyl)-3-phenylpyrrolidine hydrochloric acid salt). Yields the product COC1=C(C(=O)N2CC(CC2)(C2=CC=CC=C2)CCN2CCC(CC2)NC2=NC3=C(N2CCOCC)C=CC=C3)C=C(C=C1)CS(=O)(=O)C (1-(2-methoxy-5-(methylsulfonylmethyl)benzoyl)-3-(2-(4-(1-(2-ethoxyethyl)-1H-benzimidazol-2-yl-amino)piperidin-1-yl)ethyl)-3-phenylpyrrolidine). As a reaction SMILES: [CH3:1][O:2][C:3]1[CH:11]=[CH:10][C:9]([CH2:12][S:13]([CH3:16])(=[O:15])=[O:14])=[CH:8][C:4]=1[C:5]([OH:7])=O.Cl.[CH2:18]([O:20][CH2:21][CH2:22][N:23]1[C:27]2[CH:28]=[CH:29][CH:30]=[CH:31][C:26]=2[N:25]=[C:24]1[NH:32][CH:33]1[CH2:38][CH2:37][N:36]([CH2:39][CH2:40][C:41]2([C:46]3[CH:51]=[CH:50][CH:49]=[CH:48][CH:47]=3)[CH2:45][CH2:44][NH:43][CH2:42]2)[CH2:35][CH2:34]1)[CH3:19]>>[CH3:1][O:2][C:3]1[CH:11]=[CH:10][C:9]([CH2:12][S:13]([CH3:16])(=[O:15])=[O:14])=[CH:8][C:4]=1[C:5]([N:43]1[CH2:44][CH2:45][C:41]([CH2:40][CH2:39][N:36]2[CH2:37][CH2:38][CH:33]([NH:32][C:24]3[N:23]([CH2:22][CH2:21][O:20][CH2:18][CH3:19])[C:27]4[CH:28]=[CH:29][CH:30]=[CH:31][C:26]=4[N:25]=3)[CH2:34][CH2:35]2)([C:46]2[CH:51]=[CH:50][CH:49]=[CH:48][CH:47]=2)[CH2:42]1)=[O:7] |f:1.2|. Procedure details: Prepare by the method of Example 59.1 using 2-methoxy-5-(methylsulfonylmethyl)benzoic acid and 3-(2-(4-(1-(2-ethoxyethyl)-1H-benzimidazol-2-yl-amino)piperidin-1-yl)ethyl)-3-phenylpyrrolidine hydrochloric acid salt (prepared from (−)-3-phenyl-3-(2-hydroxyethyl)pyrrolidine (R,R)-di-p-anisoyltartaric acid salt) to give the title compound. Reactants: COc1cc2nccc(Oc3ccc(C)nc3-c3cn[nH]c3)c2cc1OC, CI, CN(C)C=O, [H-], [Na+], O. The product is COc1cc2nccc(Oc3ccc(C)nc3-c3cnn(C)c3)c2cc1OC. Reaction SMILES: [CH3:1][O:2][c:3]1[cH:4][c:5]2[c:6]([O:15][c:16]3[c:17](-[c:23]4[cH:24][n:25][nH:26][cH:27]4)[n:18][c:19]([CH3:22])[cH:20][cH:21]3)[cH:7][cH:8][n:9][c:10]2[cH:11][c:12]1[O:13][CH3:14].[CH3:30][I:31].[CH3:33][N:34]([CH3:35])[CH:36]=[O:37].[H-:28].[Na+:29].[OH2:32]>>[CH3:1][O:2][c:3]1[cH:4][c:5]2[c:6]([O:15][c:16]3[c:17](-[c:23]4[cH:24][n:25][n:26]([CH3:30])[cH:27]4)[n:18][c:19]([CH3:22])[cH:20][cH:21]3)[cH:7][cH:8][n:9][c:10]2[cH:11][c:12]1[O:13][CH3:14]. Product: Nc1nc2cc(CO)ccc2c2cc(CCc3ccccc3)cnc12. The reactants are C1CCOC1, COC(=O)c1ccc2c(c1)nc(N)c1ncc(CCc3ccccc3)cc12. As a reaction SMILES: [CH2:28]1[O:29][CH2:30][CH2:31][CH2:32]1.[NH2:1][c:2]1[n:3][c:4]2[c:5]([c:6]3[cH:7][c:8]([CH2:12][CH2:13][c:14]4[cH:15][cH:16][cH:17][cH:18][cH:19]4)[cH:9][n:10][c:11]13)[cH:20][cH:21][c:22]([C:24](=[O:25])[O:26][CH3:27])[cH:23]2>>[NH2:1][c:2]1[n:3][c:4]2[c:5]([c:6]3[cH:7][c:8]([CH2:12][CH2:13][c:14]4[cH:15][cH:16][cH:17][cH:18][cH:19]4)[cH:9][n:10][c:11]13)[cH:20][cH:21][c:22]([CH2:24][OH:25])[cH:23]2. The reactants are O=C(NCc1cn(-c2ccccc2)c2cc(Cl)ccc2c1=O)c1ccc(Cl)nc1, NCCO. The product is O=C(NCc1cn(-c2ccccc2)c2cc(Cl)ccc2c1=O)c1ccc(NCCO)nc1. As a reaction SMILES: [Cl:1][c:2]1[n:3][cH:4][c:5]([C:6](=[O:7])[NH:8][CH2:9][c:10]2[cH:11][n:12](-[c:22]3[cH:23][cH:24][cH:25][cH:26][cH:27]3)[c:13]3[cH:14][c:15]([Cl:21])[cH:16][cH:17][c:18]3[c:19]2=[O:20])[cH:28][cH:29]1.[NH2:30][CH2:31][CH2:32][OH:33]>>[c:2]1([NH:30][CH2:31][CH2:32][OH:33])[n:3][cH:4][c:5]([C:6](=[O:7])[NH:8][CH2:9][c:10]2[cH:11][n:12](-[c:22]3[cH:23][cH:24][cH:25][cH:26][cH:27]3)[c:13]3[cH:14][c:15]([Cl:21])[cH:16][cH:17][c:18]3[c:19]2=[O:20])[cH:28][cH:29]1. Starting materials: ClC1=CC=C(C=C1)NC(C)C=1C=NC=CC1 (N-(4-chlorophenyl)-[1-(3-pyridyl)ethyl]amine), C1(=CC=CC=C1)C (toluene), C(CCCCC)(=O)Cl (hexanoyl chloride). The solvent is C(C)N(CC)CC (triethylamine). Product: N1=CC(=CC=C1)C(C)N(C(CCCCC)=O)C1=CC=C(C=C1)Cl (N-[1-(3-pyridyl)ethyl]-N-(4-chlorophenyl)hexanamide). RXN SMILES: [Cl:1][C:2]1[CH:7]=[CH:6][C:5]([NH:8][CH:9]([C:11]2[CH:12]=[N:13][CH:14]=[CH:15][CH:16]=2)[CH3:10])=[CH:4][CH:3]=1.C1(C)C=CC=CC=1.[C:24](Cl)(=[O:30])[CH2:25][CH2:26][CH2:27][CH2:28][CH3:29]>C(N(CC)CC)C>[N:13]1[CH:14]=[CH:15][CH:16]=[C:11]([CH:9]([N:8]([C:5]2[CH:6]=[CH:7][C:2]([Cl:1])=[CH:3][CH:4]=2)[C:24](=[O:30])[CH2:25][CH2:26][CH2:27][CH2:28][CH3:29])[CH3:10])[CH:12]=1. Reported procedure: To a stirred solution of 7.5 g. of N-(4-chlorophenyl)-[1-(3-pyridyl)ethyl]amine in 200 ml. of toluene containing 5.0 g. of triethylamine were added dropwise over thirty minutes 4.5 g. of hexanoyl chloride. Following the complete addition, the solid precipitate which had formed was removed by filtration, and the solvent was removed from the filtrate by evaporation under reduced pressure. The product thus formed was chromatographed over a silica gel column to provide, after removal of the solvent ... Reactants: O (water), C(CCC)OCCOC1=CC=C(C=C1)C=1C=CC2=C(C=C(CCN2)C(=O)OC)C1 (methyl 7-(4-butoxyethoxyphenyl)-2,3-dihydro-1-benzazepine-4-carboxylate), CN1C=C(C=N1)C=O (1-methylpyrazole-4-carboxyaldehyde), C(C)(=O)O[BH-](OC(C)=O)OC(C)=O.[Na+] (sodium triacetoxyborohydride). Solvent: ClCCCl (1,2-dichloroethane). Conditions: time 1 day. The product is C(CCC)OCCOC1=CC=C(C=C1)C=1C=CC2=C(C=C(CCN2CC=2C=NN(C2)C)C(=O)OC)C1 (methyl 7-(4-butoxyethoxyphenyl)-1-[(1-methylpyrazol-4-yl)methyl]-2,3-dihydro-1-benzazepine-4-carboxylate). Isolated yield 66.8%. RXN SMILES: [CH2:1]([O:5][CH2:6][CH2:7][O:8][C:9]1[CH:14]=[CH:13][C:12]([C:15]2[CH:16]=[CH:17][C:18]3[NH:24][CH2:23][CH2:22][C:21]([C:25]([O:27][CH3:28])=[O:26])=[CH:20][C:19]=3[CH:29]=2)=[CH:11][CH:10]=1)[CH2:2][CH2:3][CH3:4].[CH3:30][N:31]1[N:35]=[CH:34][C:33]([CH:36]=O)=[CH:32]1.C(O[BH-](OC(=O)C)OC(=O)C)(=O)C.[Na+].O>ClCCCl>[CH2:1]([O:5][CH2:6][CH2:7][O:8][C:9]1[CH:10]=[CH:11][C:12]([C:15]2[CH:16]=[CH:17][C:18]3[N:24]([CH2:36][C:33]4[CH:34]=[N:35][N:31]([CH3:30])[CH:32]=4)[CH2:23][CH2:22][C:21]([C:25]([O:27][CH3:28])=[O:26])=[CH:20][C:19]=3[CH:29]=2)=[CH:13][CH:14]=1)[CH2:2][CH2:3][CH3:4] |f:2.3|. Procedure: To a solution of methyl 7-(4-butoxyethoxyphenyl)-2,3-dihydro-1-benzazepine-4-carboxylate (388 mg) and 1-methylpyrazole-4-carboxyaldehyde (540 mg) in 1,2-dichloroethane (5 ml) was added sodium triacetoxyborohydride (519 mg), and the mixture was stirred under nitrogen atmosphere at room temperature for 1 day. Then, water was added to the mixture, and the mixture was extracted with ethyl acetate. The organic layer was washed with saturated brine and dried with magnesium sulfate. The solvent was eva...